Dataset: the Open Reaction Database (ORD), a public repository of structured organic reaction records. Task: describe an organic reaction: reactants, conditions, products, and yield Reactants: BrC=1N=C(N(C1)C)C=O (4-bromo-1-methyl-1H-imidazole-2-carbaldehyde), C(CCC)[Sn](C=1SC=CC1)(CCCC)CCCC (tributyl-(2-thienyl)-stannane). The reagents and catalysts are C=1C=CC(=CC1)[P](C=2C=CC=CC2)(C=3C=CC=CC3)[Pd]([P](C=4C=CC=CC4)(C=5C=CC=CC5)C=6C=CC=CC6)([P](C=7C=CC=CC7)(C=8C=CC=CC8)C=9C=CC=CC9)[P](C=1C=CC=CC1)(C=1C=CC=CC1)C=1C=CC=CC1 (tetrakis(triphenylphosphine)palladium(0)). The solvent is CN(C)C=O (DMF). Run at temperature 160 celsius. Yields the product CN1C(=NC(=C1)C=1SC=CC1)C=O (1-Methyl-4-thiophene-2-yl-1H-imidazole-2-carbaldehyde). Yield: 50.6%. As a reaction SMILES: Br[C:2]1[N:3]=[C:4]([CH:8]=[O:9])[N:5]([CH3:7])[CH:6]=1.C([Sn](CCCC)(CCCC)[C:15]1[S:16][CH:17]=[CH:18][CH:19]=1)CCC>C1C=CC([P]([Pd]([P](C2C=CC=CC=2)(C2C=CC=CC=2)C2C=CC=CC=2)([P](C2C=CC=CC=2)(C2C=CC=CC=2)C2C=CC=CC=2)[P](C2C=CC=CC=2)(C2C=CC=CC=2)C2C=CC=CC=2)(C2C=CC=CC=2)C2C=CC=CC=2)=CC=1.CN(C=O)C>[CH3:7][N:5]1[CH:6]=[C:2]([C:15]2[S:16][CH:17]=[CH:18][CH:19]=2)[N:3]=[C:4]1[CH:8]=[O:9] |^1:31,33,52,71|. Procedure details: A glass vial was charged with 4-bromo-1-methyl-1H-imidazole-2-carbaldehyde (1420 mg, 7.5 mmol), tributyl-(2-thienyl)-stannane (3.50 g, 9.38 mmol), DMF (15 mL) and the slurry was deoxygenated by bubbling argon through then tetrakis(triphenylphosphine)palladium(0) (216 mg, 0.1875 mmol) was added and the vessel sealed and heated in a microwave reactor at 160° C. for 30 minutes. The volatiles were removed in vacuo then EtOAc (50 mL) was added followed by saturated sodium bicarbonate solution (25 mL)... Yields the product CCOC(=O)C=CC=C1CCCCCC1. As a reaction SMILES: [C:19]1(=[O:26])[CH2:20][CH2:21][CH2:22][CH2:23][CH2:24][CH2:25]1.[CH2:1]([O:2][P:3]([O:4][CH2:5][CH3:6])(=[O:7])[CH2:9][CH:10]=[CH:11][C:12](=[O:13])[O:14][CH2:15][CH3:16])[CH3:8].[CH2:28]([CH2:29][O:30][CH3:31])[O:32][CH3:33].[H-:17].[Na+:18].[OH2:27]>>[CH:9]([CH:10]=[CH:11][C:12](=[O:13])[O:14][CH2:15][CH3:16])=[C:19]1[CH2:20][CH2:21][CH2:22][CH2:23][CH2:24][CH2:25]1. Reactants: O=C1CCCCCC1, CCOC(=O)C=CCP(=O)(OCC)OCC, COCCOC, [H-], [Na+], O. The yield is 83.3%. As a reaction SMILES: Cl[C:2]1[N:7]2[N:8]=[CH:9][C:10]([C:11]([O:13][CH2:14][CH3:15])=[O:12])=[C:6]2[N:5]=[CH:4][C:3]=1[C:16]([N:18]1[CH2:23][CH2:22][C:21]2([C:31]3[C:26](=[CH:27][CH:28]=[CH:29][CH:30]=3)[CH2:25][CH2:24]2)[CH2:20][CH2:19]1)=[O:17].[NH2:32][C:33]1[C:34]([CH3:39])=[CH:35][CH:36]=[CH:37][CH:38]=1>>[CH2:14]([O:13][C:11]([C:10]1[CH:9]=[N:8][N:7]2[C:2]([NH:32][C:33]3[CH:38]=[CH:37][CH:36]=[CH:35][C:34]=3[CH3:39])=[C:3]([C:16]([N:18]3[CH2:19][CH2:20][C:21]4([C:31]5[C:26](=[CH:27][CH:28]=[CH:29][CH:30]=5)[CH2:25][CH2:24]4)[CH2:22][CH2:23]3)=[O:17])[CH:4]=[N:5][C:6]=12)=[O:12])[CH3:15]. The reactants are ClC1=C(C=NC=2N1N=CC2C(=O)OCC)C(=O)N2CCC1(CC2)CCC2=CC=CC=C21 (7-Chloro-3-ethoxycarbonyl-6-(spiro[indane-1,4′-piperidine]-1′-ylcarbonyl)pyrazolo[1,5-a]pyrimidine), NC=1C(=CC=CC1)C (o-toluidine). Reported procedure: In the same manner as in Example 19, step 5 and using 7-chloro-3-ethoxycarbonyl-6-(spiro[indane-1,4′-piperidine]-1′-ylcarbonyl)pyrazolo[1,5-a]pyrimidine (0.15 g, 0.33 mmol) obtained in step 2 and o-toluidine (0.053 g, 0.5 mmol), the title compound (0.14 g, 85%) was obtained. Product: C(C)OC(=O)C=1C=NN2C1N=CC(=C2NC2=C(C=CC=C2)C)C(=O)N2CCC1(CC2)CCC2=CC=CC=C21 (3-Ethoxycarbonyl-7-(2-methylphenylamino)-6-(spiro[indane-1,4′-piperidine]-1′-ylcarbonyl)pyrazolo[1,5-a]pyrimidine). The reactants are C(C)OC(CN1N=CN=C1)=O ([1,2,4]-triazol-1-ylacetic acid ethyl ester), C(C)OC(N(C)C)OCC (dimethylformamide diethyl acetal). Product: C(C)OC(C(=CN(C)C)N1N=CN=C1)=O (3-(Dimethylamino)-2-(1H-1,2,4-triazol-1-yl)acrylic acid ethyl ester). Reaction SMILES: [CH2:1]([O:3][C:4](=[O:11])[CH2:5][N:6]1[CH:10]=[N:9][CH:8]=[N:7]1)[CH3:2].C(O[CH:15](OCC)[N:16]([CH3:18])[CH3:17])C>>[CH2:1]([O:3][C:4](=[O:11])[C:5]([N:6]1[CH:10]=[N:9][CH:8]=[N:7]1)=[CH:15][N:16]([CH3:18])[CH3:17])[CH3:2]. Procedure: 1.9 g (9.8 mmol) [1,2,4]-triazol-1-ylacetic acid ethyl ester [Ainsworth et al., J. Am. Chem. Soc. 1955, 77, 621-623] and 3.6 ml (2.9 g, 19.6 mmol) dimethylformamide diethyl acetal are stirred at a bath temperature of 100° C. for 12 h. For working up, the cooled reaction solution is concentrated on a rotary evaporator and the residue is dried in vacuo.